describe an organic reaction: reactants, conditions, products, and yield From a dataset of the Open Reaction Database (ORD), a public repository of structured organic reaction records. Starting materials: C1COCCN1, C1CCOC1, O=[N+]([O-])c1ccc(CBr)cc1, O. Yields the product O=[N+]([O-])c1ccc(CN2CCOCC2)cc1. As a reaction SMILES: [CH2:12]1[CH2:13][O:14][CH2:15][CH2:16][NH:17]1.[CH2:19]1[O:20][CH2:21][CH2:22][CH2:23]1.[N+:1](=[O:2])([O-:3])[c:4]1[cH:5][cH:6][c:7]([CH2:8][Br:9])[cH:10][cH:11]1.[OH2:18]>>[N+:1](=[O:2])([O-:3])[c:4]1[cH:5][cH:6][c:7]([CH2:8][N:17]2[CH2:12][CH2:13][O:14][CH2:15][CH2:16]2)[cH:10][cH:11]1. Reactants: CC(C)(C)OC(=O)N(Cc1ccc(C(=O)O)cc1)c1ccc(C2CCCCC2)cc1, CCN=C=NCCCN(C)C, COC(=O)C(O)CN, CCN(C(C)C)C(C)C, CN(C)C=O, O, On1nnc2ccccc21. Reaction SMILES: [C:1]([CH3:2])([CH3:3])([CH3:4])[O:5][C:6](=[O:7])[N:8]([c:9]1[cH:10][cH:11][c:12]([CH:15]2[CH2:16][CH2:17][CH2:18][CH2:19][CH2:20]2)[cH:13][cH:14]1)[CH2:21][c:22]1[cH:23][cH:24][c:25]([C:26](=[O:27])[OH:28])[cH:29][cH:30]1.[CH3:41][CH2:42][N:43]=[C:44]=[N:45][CH2:46][CH2:47][CH2:48][N:49]([CH3:50])[CH3:51].[CH3:52][O:53][C:54]([CH:55]([CH2:56][NH2:57])[OH:58])=[O:59].[CH:65]([N:66]([CH:67]([CH3:68])[CH3:69])[CH2:70][CH3:71])([CH3:72])[CH3:73].[O:60]=[CH:61][N:62]([CH3:63])[CH3:64].[OH2:74].[OH:31][n:32]1[c:33]2[c:34]([cH:35][cH:36][cH:37][cH:38]2)[n:39][n:40]1>>[C:1]([CH3:2])([CH3:3])([CH3:4])[O:5][C:6](=[O:7])[N:8]([c:9]1[cH:10][cH:11][c:12]([CH:15]2[CH2:16][CH2:17][CH2:18][CH2:19][CH2:20]2)[cH:13][cH:14]1)[CH2:21][c:22]1[cH:23][cH:24][c:25]([C:26](=[O:27])[NH:57][CH2:56][CH:55]([C:54]([O:53][CH3:52])=[O:59])[OH:58])[cH:29][cH:30]1. Yields the product COC(=O)C(O)CNC(=O)c1ccc(CN(C(=O)OC(C)(C)C)c2ccc(C3CCCCC3)cc2)cc1. The reactants are Cl, [K+], [K+], Cc1ccc(S(=O)(=O)Sc2cc(C)c(N)cc2C(C)(C)C)cc1, O=C([O-])[O-], CN(C)C=O, O=C1C=C(O)CC(CCc2ccc(O)cc2)(C2CCCCC2)O1. Product: Cc1cc(SC2=C(O)CC(CCc3ccc(O)cc3)(C3CCCCC3)OC2=O)c(C(C)(C)C)cc1N. As a reaction SMILES: [ClH:24].[K+:48].[K+:49].[NH2:25][c:26]1[cH:27][c:28]([C:44]([CH3:45])([CH3:46])[CH3:47])[c:29]([S:33][S:34]([c:35]2[cH:36][cH:37][c:38]([CH3:39])[cH:40][cH:41]2)(=[O:42])=[O:43])[cH:30][c:31]1[CH3:32].[O-:50][C:51]([O-:52])=[O:53].[O:54]=[CH:55][N:56]([CH3:57])[CH3:58].[OH:1][C:2]1=[CH:3][C:4](=[O:23])[O:5][C:6]([CH:8]2[CH2:9][CH2:10][CH2:11][CH2:12][CH2:13]2)([CH2:14][CH2:15][c:16]2[cH:17][cH:18][c:19]([OH:22])[cH:20][cH:21]2)[CH2:7]1>>[OH:1][C:2]1=[C:3]([S:33][c:29]2[c:28]([C:44]([CH3:45])([CH3:46])[CH3:47])[cH:27][c:26]([NH2:25])[c:31]([CH3:32])[cH:30]2)[C:4](=[O:23])[O:5][C:6]([CH:8]2[CH2:9][CH2:10][CH2:11][CH2:12][CH2:13]2)([CH2:14][CH2:15][c:16]2[cH:17][cH:18][c:19]([OH:22])[cH:20][cH:21]2)[CH2:7]1. The reactants are Cl.CN(C)CC(=O)Cl (dimethylaminoacetyl chloride hydrochloride), Cl.CN(C)CC(=O)Cl (dimethylaminoacetyl chloride hydrochloride), C(C)N(C(C)C)C(C)C (N-ethyldiisopropylamine), NC1=CC=C(C=C1)S(=O)(=O)NC1=NC2=CC=CC=C2N=C1Cl (4-amino-N-(3-chloroquinoxalin-2-yl)benzenesulfonamide). The solvent is C(Cl)Cl (DCM). Reaction conditions: time 8 hour. Product: ClC=1C(=NC2=CC=CC=C2N1)NS(=O)(=O)C1=CC=C(C=C1)NC(CN(C)C)=O (N-(4-{[(3-Chloroquinoxalin-2-yl)]sulfamoyl}phenyl)-2-dimethyamino-acetamide). Yield: 79.4%. As a reaction SMILES: [NH2:1][C:2]1[CH:7]=[CH:6][C:5]([S:8]([NH:11][C:12]2[C:21]([Cl:22])=[N:20][C:19]3[C:14](=[CH:15][CH:16]=[CH:17][CH:18]=3)[N:13]=2)(=[O:10])=[O:9])=[CH:4][CH:3]=1.Cl.[CH3:24][N:25]([CH2:27][C:28](Cl)=[O:29])[CH3:26].C(N(C(C)C)C(C)C)C>C(Cl)Cl>[Cl:22][C:21]1[C:12]([NH:11][S:8]([C:5]2[CH:4]=[CH:3][C:2]([NH:1][C:28](=[O:29])[CH2:27][N:25]([CH3:26])[CH3:24])=[CH:7][CH:6]=2)(=[O:10])=[O:9])=[N:13][C:14]2[C:19]([N:20]=1)=[CH:18][CH:17]=[CH:16][CH:15]=2 |f:1.2|. Reported procedure: To a suspension of 4-amino-N-(3-chloroquinoxalin-2-yl)benzenesulfonamide (2 g; 4.5 mmol; 1 eq) in DCM (100 mL) is added dimethylaminoacetyl chloride hydrochloride (710 mg; 4.5 mmol; 1 eq) and N-ethyldiisopropylamine (2.3 mL; 13.5 mmol; 3 eq) and the reaction mixture is stirred at room temperature overnight. To complete the reaction, dimethylaminoacetyl chloride hydrochloride (1.06 g; 6.74 mmol; 1.5 eq) is added and the reaction mixture is allowed to stir another 2 days. The precipitate formed is...